Dataset: the Open Reaction Database (ORD), a public repository of structured organic reaction records. Task: describe an organic reaction: reactants, conditions, products, and yield Reactants: ClC=1C=NC(=C(C(=O)OC)C1)N1CC(C1)COC1=CC=C(C=C1)F (methyl 5-chloro-2-(3-((4-fluorophenoxy)methyl)azetidin-1-yl)nicotinate), O.[OH-].[Li+] (lithium hydroxide monohydrate). The solvent is O1CCOCC1.O (1,4-dioxane water). Reaction conditions: temperature 140 celsius. The product is ClC=1C=NC(=C(C(=O)O)C1)N1CC(C1)COC1=CC=C(C=C1)F (5-chloro-2-(3-((4-fluorophenoxy)methyl)azetidin-1-yl)nicotinic acid). Yield: 111.2%. As a reaction SMILES: [Cl:1][C:2]1[CH:3]=[N:4][C:5]([N:12]2[CH2:15][CH:14]([CH2:16][O:17][C:18]3[CH:23]=[CH:22][C:21]([F:24])=[CH:20][CH:19]=3)[CH2:13]2)=[C:6]([CH:11]=1)[C:7]([O:9]C)=[O:8].O.[OH-].[Li+]>O1CCOCC1.O>[Cl:1][C:2]1[CH:3]=[N:4][C:5]([N:12]2[CH2:15][CH:14]([CH2:16][O:17][C:18]3[CH:23]=[CH:22][C:21]([F:24])=[CH:20][CH:19]=3)[CH2:13]2)=[C:6]([CH:11]=1)[C:7]([OH:9])=[O:8] |f:1.2.3,4.5|. Procedure details: To a solution of methyl 5-chloro-2-(3-((4-fluorophenoxy)methyl)azetidin-1-yl)nicotinate (D82) (52.1 mg, 0.148 mmol) in a mixture (3:1) 1,4-dioxane/water (1.6 ml), lithium hydroxide monohydrate (9.3 mg, 0.22 mmol) was added and the resulting mixture was heated under microwave irradiation 6 min at 140° C. After solvent evaporation the residue was taken in a mixture water/1M HCl (20 ml/5 ml) and extracted with ethylacetate (3×20 ml). Collected organics after solvent evaporation afforded the title c... Starting materials: COC(=O)Cc1cccc(NC(=O)NCC(=O)N2C(C(=O)OC(C)(C)C)CCC2c2ccccc2)c1, CS(C)=O, CO, [K+], [OH-], O. Product: CC(C)(C)OC(=O)C1CCC(c2ccccc2)N1C(=O)CNC(=O)Nc1cccc(CC(=O)O)c1. RXN SMILES: [C:1]([CH3:2])([CH3:3])([CH3:4])[O:5][C:6](=[O:7])[CH:8]1[N:9]([C:19]([CH2:20][NH:21][C:22]([NH:23][c:24]2[cH:25][c:26]([CH2:30][C:31](=[O:32])[O:33][CH3:34])[cH:27][cH:28][cH:29]2)=[O:35])=[O:36])[CH:10]([c:13]2[cH:14][cH:15][cH:16][cH:17][cH:18]2)[CH2:11][CH2:12]1.[CH3:39][S:40]([CH3:41])=[O:42].[CH3:43][OH:44].[K+:38].[OH-:37].[OH2:45]>>[C:1]([CH3:2])([CH3:3])([CH3:4])[O:5][C:6](=[O:7])[CH:8]1[N:9]([C:19]([CH2:20][NH:21][C:22]([NH:23][c:24]2[cH:25][c:26]([CH2:30][C:31](=[O:32])[OH:33])[cH:27][cH:28][cH:29]2)=[O:35])=[O:36])[CH:10]([c:13]2[cH:14][cH:15][cH:16][cH:17][cH:18]2)[CH2:11][CH2:12]1. The reactants are Brc1nncs1, CC(c1ccc(B2OC(C)(C)C(C)(C)O2)cc1)N1CCC(CC(C)(C)O)(c2ccccc2)OC1=O. The product is CC(c1ccc(-c2nncs2)cc1)N1CCC(CC(C)(C)O)(c2ccccc2)OC1=O. Reaction SMILES: [Br:36][c:37]1[s:38][cH:39][n:40][n:41]1.[OH:1][C:2]([CH2:3][C:4]1([c:28]2[cH:29][cH:30][cH:31][cH:32][cH:33]2)[CH2:5][CH2:6][N:7]([CH:11]([CH3:12])[c:13]2[cH:14][cH:15][c:16]([B:19]3[O:20][C:21]([CH3:22])([CH3:23])[C:24]([CH3:25])([CH3:26])[O:27]3)[cH:17][cH:18]2)[C:8](=[O:10])[O:9]1)([CH3:34])[CH3:35]>>[OH:1][C:2]([CH2:3][C:4]1([c:28]2[cH:29][cH:30][cH:31][cH:32][cH:33]2)[CH2:5][CH2:6][N:7]([CH:11]([CH3:12])[c:13]2[cH:14][cH:15][c:16](-[c:37]3[s:38][cH:39][n:40][n:41]3)[cH:17][cH:18]2)[C:8](=[O:10])[O:9]1)([CH3:34])[CH3:35]. Reactants: C(C)(=O)O[C@@H]1[C@@H](SC2=CC=C(C=C2)C)O[C@@H]([C@H]([C@@H]1OC(C)=O)OC(C)=O)COC(C)=O (p-Methylphenyl 2,3,4,6-Tetra-O-acetyl-1-thio-α-D-mannopyranoside), C(C)(=O)O[C@H]1[C@@H]([C@@H](OC(C)=O)[C@H](OC(C)=O)[C@H](O1)COC(C)=O)NC(=O)OCC(Cl)(Cl)Cl (1,3,4,6-tetra-O-acetyl-2-deoxy-2-(2,2,2-trichloroethoxylcarbonylamino)-β-D-glucopyranose), C1(=CC=CC=C1S)C (thiocresol), B(F)(F)F.CCOCC (BF3 Et2O), crude product. The solvent is C(Cl)Cl (CH2Cl2). Product: C(C)(=O)O[C@@H]1[C@H]([C@H](SC2=CC=C(C=C2)C)O[C@@H]([C@H]1OC(C)=O)COC(C)=O)NC(=O)OCC(Cl)(Cl)Cl (p-Methylphenyl 3,4,6-Tri-O-acetyl-2-deoxy-2-(2,2,2-trichloroethoxylcarbonylamino)-1-thio-β-D-glucopyranoside). Yield: 89.0%. Reaction SMILES: C(O[C@@H]1O[C@H](COC(=O)C)[C@@H](OC(=O)C)[C@H](OC(=O)C)[C@H]1[NH:24][C:25]([O:27][CH2:28][C:29]([Cl:32])([Cl:31])[Cl:30])=[O:26])(=O)C.C1(C)C(S)=CC=CC=1.B(F)(F)F.CCOCC.C(O[C@H:54]1[C@@H:67]([O:68][C:69](=[O:71])[CH3:70])[C@H:66]([O:72][C:73](=[O:75])[CH3:74])[C@@H:65]([CH2:76][O:77][C:78](=[O:80])[CH3:79])[O:64][C@@H:55]1[S:56][C:57]1[CH:62]=[CH:61][C:60]([CH3:63])=[CH:59][CH:58]=1)(=O)C>C(Cl)Cl>[C:69]([O:68][C@H:67]1[C@H:66]([O:72][C:73](=[O:75])[CH3:74])[C@@H:65]([CH2:76][O:77][C:78](=[O:80])[CH3:79])[O:64][C@@H:55]([S:56][C:57]2[CH:62]=[CH:61][C:60]([CH3:63])=[CH:59][CH:58]=2)[C@@H:54]1[NH:24][C:25]([O:27][CH2:28][C:29]([Cl:32])([Cl:31])[Cl:30])=[O:26])(=[O:71])[CH3:70] |f:2.3|. Procedure details: The tittle compound was prepared from 1,3,4,6-tetra-O-acetyl-2-deoxy-2-(2,2,2-trichloroethoxylcarbonylamino)-β-D-glucopyranose (Boullanger, P. et al Carbohydr. Res. 1990, 202, 151) (11.8 g, 22.5 mmol), thiocresol (3.07 g, 24.75 mmol) and BF3-Et2O (10 mL) in dry CH2Cl2 (60 mL) by the procedure described above (see compound 1) The crude product was crystallization from ether to give 21 (11.8 g, 89%) as white crystals: m.p. 175–176° C.; [α]D22 +3° (c, 0.5, CHCl3); 1H-NMR (400 MHz, CDCl3) δ 2.00 (s,...